Task: describe an organic reaction: reactants, conditions, products, and yield. Dataset: the Open Reaction Database (ORD), a public repository of structured organic reaction records The reactants are ClC1=C(C=CC=C1)C(C1=C(C=CC(=C1)Cl)N1C(=NN=C1CN1C(C=2C(C1=O)=CC=CC2)=O)CCN(C)C)=O (2',5-dichloro-2-[3-[2-(dimethylamino)ethyl]-5-(phthalimidomethyl)-4H-1,2,4-triazol-4-yl]benzophenone), NN (hydrazine). Run in C(C)O (ethanol). Product: CN(CCC1=NN=C2N1C1=C(C(=NC2)C2=C(C=CC=C2)Cl)C=C(C=C1)Cl)C (1-[2-(dimethylamino)ethyl]-8 -chloro-6-(o-chlorophenyl)-4H-s-triazolo[4,3-a][1,4]benzodiazepine). As a reaction SMILES: [Cl:1][C:2]1[CH:7]=[CH:6][CH:5]=[CH:4][C:3]=1[C:8](=O)[C:9]1[CH:14]=[C:13]([Cl:15])[CH:12]=[CH:11][C:10]=1[N:16]1[C:20]([CH2:21][N:22]2C(=O)C3=CC=CC=C3C2=O)=[N:19][N:18]=[C:17]1[CH2:33][CH2:34][N:35]([CH3:37])[CH3:36].NN>C(O)C>[CH3:36][N:35]([CH3:37])[CH2:34][CH2:33][C:17]1[N:16]2[C:10]3[CH:11]=[CH:12][C:13]([Cl:15])=[CH:14][C:9]=3[C:8]([C:3]3[CH:4]=[CH:5][CH:6]=[CH:7][C:2]=3[Cl:1])=[N:22][CH2:21][C:20]2=[N:19][N:18]=1. Reported procedure: In the manner given in Example 1C, 2',5-dichloro-2-[3-[2-(dimethylamino)ethyl]-5-(phthalimidomethyl)-4H-1,2,4-triazol-4-yl]benzophenone in ethanol is refluxed with hydrazine to give 1-[2-(dimethylamino)ethyl]-8 -chloro-6-(o-chlorophenyl)-4H-s-triazolo[4,3-a][1,4]benzodiazepine of melting point 150°-153° C. Reactants: C(C)(=O)OCC (ethyl acetate), C(=O)(O)CN1C(CCN(C2=C1C=CC=C2)C(C2=CC=C(C=C2)NC(C2=C(C=CC=C2)C2=CC=C(C=C2)C)=O)=O)=O (1-carboxymethyl-5-{4-[2-(4 -methylphenyl)benzoylamino]benzoyl}-1,3,4,5-tetrahydro -1,5-benzodiazepin-2(2H)-one), CN1CCNCC1 (N-methylpiperazine), ON1N=NC2=C1C=CC=C2 (1-hydroxybenzotriazole), Cl.CN(CCCN=C=NCC)C (1-(3-dimethylaminopropyl)-3-ethylcarbodiimide hydrochloride). Solvent: CN(C=O)C (N,N-dimethylformamide). Reaction conditions: time 1.5 hour. The product is CC1=CC=C(C=C1)C1=C(C(=O)NC2=CC=C(C(=O)N3CCC(N(C4=C3C=CC=C4)CC(=O)N4CCN(CC4)C)=O)C=C2)C=CC=C1 (5-{4-[2-(4-methylphenyl)benzoylamino]benzoyl}-1-[(4-methyl-1-piperazinyl)carbonylmethyl]-1,3,4,5-tetrahydro-1,5-benzodiazepin-2(2H)-one). As a reaction SMILES: C(CN1[C:11]2[CH:12]=[CH:13][CH:14]=[CH:15][C:10]=2[N:9]([C:16](=[O:39])[C:17]2[CH:22]=[CH:21][C:20]([NH:23][C:24](=[O:38])[C:25]3[CH:30]=[CH:29][CH:28]=[CH:27][C:26]=3[C:31]3[CH:36]=[CH:35][C:34]([CH3:37])=[CH:33][CH:32]=3)=[CH:19][CH:18]=2)[CH2:8]CC1=O)(O)=O.[CH3:41][N:42]1CC[NH:45][CH2:44][CH2:43]1.[OH:48]N1C2C=CC=CC=2N=N1.Cl.[CH3:59][N:60]([CH3:69])[CH2:61][CH2:62]CN=C=NCC.C([O:73][CH2:74][CH3:75])(=O)C>CN(C)C=O>[CH3:37][C:34]1[CH:33]=[CH:32][C:31]([C:26]2[CH:27]=[CH:28][CH:29]=[CH:30][C:25]=2[C:24]([NH:23][C:20]2[CH:19]=[CH:18][C:17]([C:16]([N:9]3[C:10]4[CH:15]=[CH:14][CH:13]=[CH:12][C:11]=4[N:45]([CH2:44][C:43]([N:42]4[CH2:62][CH2:61][N:60]([CH3:59])[CH2:69][CH2:41]4)=[O:48])[C:74](=[O:73])[CH2:75][CH2:8]3)=[O:39])=[CH:22][CH:21]=2)=[O:38])=[CH:36][CH:35]=1 |f:3.4|. Procedure: To a solution of 1-carboxymethyl-5-{4-[2-(4 -methylphenyl)benzoylamino]benzoyl}-1,3,4,5-tetrahydro -1,5-benzodiazepin-2(2H)-one (90 mg), N-methylpiperazine (17 mg) and 1-hydroxybenzotriazole (27 mg) in N,N-dimethylformamide (4 ml) was added 1-(3-dimethylaminopropyl)-3-ethylcarbodiimide hydrochloride (39 mg) at ambient temperature and the mixture was stirred at the same temperature for 1.5 hours. The resulting mixture was diluted with ethyl acetate and then the solution was washed with saturated ... The reactants are [OH-].[Na+] (sodium hydroxide), C(C=C)I (allyl iodide), C(C)(C)(C)OC(=O)N[C@@H](CC1=CC=CC=C1)C(=O)O (Nα -t-butyloxycarbonyl-L-phenylalanine), [H-].[K+] (potassium hydride), C1COCCOCCOCCOCCOCCO1 (18-crown-6-ether), C1(CCCCC1)NC1CCCCC1 (dicyclohexylamine). Solvent: C1CCOC1 (THF), C1CCOC1 (THF), C(C)(=O)O (acetic acid), C1CCOC1 (THF), C1CCOC1 (THF). Reaction conditions: temperature 0 celsius, time 10 minute. Product: C(C)(C)(C)OC(=O)N([C@@H](CC1=CC=CC=C1)C(=O)O)CC=C (Nα -t-Butyloxycarbonyl-Nα -allyl-L-phenylalanine). Isolated yield 196.5%. RXN SMILES: [C:1]([O:5][C:6]([NH:8][C@H:9]([C:17]([OH:19])=[O:18])[CH2:10][C:11]1[CH:16]=[CH:15][CH:14]=[CH:13][CH:12]=1)=[O:7])([CH3:4])([CH3:3])[CH3:2].[H-].[K+].C1OCCOCCOCCOCCOCCOC1.[CH2:40](I)[CH:41]=[CH2:42].[OH-].[Na+].C1(NC2CCCCC2)CCCCC1>C1COCC1.C(O)(=O)C>[C:1]([O:5][C:6]([N:8]([CH2:42][CH:41]=[CH2:40])[C@H:9]([C:17]([OH:19])=[O:18])[CH2:10][C:11]1[CH:16]=[CH:15][CH:14]=[CH:13][CH:12]=1)=[O:7])([CH3:4])([CH3:2])[CH3:3] |f:1.2,5.6|. Reported procedure: To 100 ml. of THF were added 10.6 grams (15 mmoles) of Nα -t-butyloxycarbonyl-L-phenylalanine. The mixture was added dropwise over a one hour period to a mechanically stirred suspension of 0.12 moles of potassium hydride in 250 ml. of dried THF containing 0.5 grams of 18-crown-6-ether at 0° C. and under a nitrogen atmosphere. The mixture was stirred for an additional 10 minutes at 0° C., and a solution of 4 ml. (44 mmoles) of allyl iodide in 20 ml. of THF was added dropwise over a 30 minute peri... The reactants are C1(=CC=CC=C1)C=1SC=C(N1)C(=O)O (2-phenyl-thiazole-4-carboxylic acid), CN(C)C(=[N+](C)C)ON1C2=C(C=CC=C2)N=N1.[B-](F)(F)(F)F (TBTU), [ 3S/R,4S/R,(2S) ], C(C)(C)(C)OC(CC(C(CF)O)NC(=O)C1NCCCC1)=O (5-fluoro-4-hydroxy-3-[2-piperidinecarboxamido]-pentanoic acid tert-butyl ester), CCN(C(C)C)C(C)C (DIPEA). Yield: 56.2%. Reaction conditions: time 30 minute. RXN SMILES: [C:1]([O:5][C:6](=[O:22])[CH2:7][CH:8]([NH:13][C:14]([CH:16]1[CH2:21][CH2:20][CH2:19][CH2:18][NH:17]1)=[O:15])[CH:9]([OH:12])[CH2:10][F:11])([CH3:4])([CH3:3])[CH3:2].CCN(C(C)C)C(C)C.[C:32]1([C:38]2[S:39][CH:40]=[C:41]([C:43](O)=[O:44])[N:42]=2)[CH:37]=[CH:36][CH:35]=[CH:34][CH:33]=1.CN(C(ON1N=NC2C=CC=CC1=2)=[N+](C)C)C.[B-](F)(F)(F)F>CN(C=O)C.C(OCC)(=O)C>[C:1]([O:5][C:6](=[O:22])[CH2:7][CH:8]([NH:13][C:14]([CH:16]1[CH2:21][CH2:20][CH2:19][CH2:18][N:17]1[C:43]([C:41]1[N:42]=[C:38]([C:32]2[CH:33]=[CH:34][CH:35]=[CH:36][CH:37]=2)[S:39][CH:40]=1)=[O:44])=[O:15])[CH:9]([OH:12])[CH2:10][F:11])([CH3:4])([CH3:2])[CH3:3] |f:3.4|. The product is C(C)(C)(C)OC(CC(C(CF)O)NC(=O)C1N(CCCC1)C(=O)C=1N=C(SC1)C1=CC=CC=C1)=O (5-Fluoro-4-hydroxy-3-[1-(2-phenyl-thiazole-4-carbonyl)-2-piperidine-carboxamido]-pentanoic acid tert-butyl ester). Procedure details: A stirred solution of [3S/R,4S/R,(2S)]-5-fluoro-4-hydroxy-3-[2-piperidinecarboxamido]-pentanoic acid tert-butyl ester (520 mg, 1.63 mmol), in DMF (9.7 ml) at room temperature was treated with DIPEA (311 μl, 1.80 mmol). The resulting mixture was allowed to stir for 30 min before being treated with 2-phenyl-thiazole-4-carboxylic acid (335 mg, 1.63 mmol) and TBTU (524 mg, 1.63 mmol). The mixture was stirred at room temperature for 16 hr and then diluted with ethyl acetate. The resulting solution wa... The solvent is C(C)(=O)OCC (ethyl acetate), CN(C)C=O (DMF). Starting materials: CNN, CCO, O=S(=O)(O)O, c1ccc2nc(COc3ccc(-c4[nH]ncc4-c4ccncc4)cc3)ccc2c1. Yields the product Cn1ncc(-c2ccncc2)c1-c1ccc(OCc2ccc3ccccc3n2)cc1. As a reaction SMILES: [CH3:30][NH:31][NH2:32].[CH3:38][CH2:39][OH:40].[S:33](=[O:34])(=[O:35])([OH:36])[OH:37].[n:1]1[cH:2][cH:3][c:4](-[c:7]2[c:8](-[c:12]3[cH:13][cH:14][c:15]([O:16][CH2:17][c:18]4[n:19][c:20]5[cH:21][cH:22][cH:23][cH:24][c:25]5[cH:26][cH:27]4)[cH:28][cH:29]3)[nH:9][n:10][cH:11]2)[cH:5][cH:6]1>>[n:1]1[cH:2][cH:3][c:4](-[c:7]2[c:8](-[c:12]3[cH:13][cH:14][c:15]([O:16][CH2:17][c:18]4[n:19][c:20]5[cH:21][cH:22][cH:23][cH:24][c:25]5[cH:26][cH:27]4)[cH:28][cH:29]3)[n:9]([CH3:30])[n:10][cH:11]2)[cH:5][cH:6]1.